From a dataset of the Open Reaction Database (ORD), a public repository of structured organic reaction records. describe an organic reaction: reactants, conditions, products, and yield The reactants are N1[C@@H](CCC1=O)C(=O)OC (Methyl pyroglutamate), C(C1=CC=CC=C1)C1CCNCC1 (4-benzylpiperidine). Solvent: C1(=CC=CC=C1)C (toluene). Reaction conditions: time 24 hour. The product is C(C1=CC=CC=C1)C1CCN(CC1)C(=O)C1CCC(N1)=O (4-Benzyl-N-(2-pyrrolidone-5-carbonyl)-piperidine). Yield: 83.7%. RXN SMILES: [NH:1]1[C:5](=[O:6])[CH2:4][CH2:3][C@H:2]1[C:7]([O:9]C)=O.[CH2:11]([CH:18]1[CH2:23][CH2:22][NH:21][CH2:20][CH2:19]1)[C:12]1[CH:17]=[CH:16][CH:15]=[CH:14][CH:13]=1>C1(C)C=CC=CC=1>[CH2:11]([CH:18]1[CH2:23][CH2:22][N:21]([C:7]([CH:2]2[NH:1][C:5](=[O:6])[CH2:4][CH2:3]2)=[O:9])[CH2:20][CH2:19]1)[C:12]1[CH:17]=[CH:16][CH:15]=[CH:14][CH:13]=1. Procedure details: Methyl pyroglutamate (4.3 g) and 7.9 g of 4-benzylpiperidine were dissolved in 20 ml of toluene and the mixture was heated to reflux with stirring for 24 hours. The reaction solution was treated with a silica gel column chromatography to give 7.2 g of the product which was recrystallized from diethyl ether to afford 6.5 g of desired product, m.p. 160°-161° C. The reactants are C(C1=CC=CC=C1)OC=1N=NC(=CC1OCC1=CC=CC=C1)C#CC1=CC=CC=C1 (3,4-bis(benzyloxy)-6-(phenylethynyl)pyridazine), C(C1=CC=CC=C1)OC=1N=NC(=CC1OCC1=CC=CC=C1)Cl (3,4-bis(benzyloxy)-6-chloropyridazine), C(#C)C1=CC(=C(C=C1)F)F (1-ethynyl-3,4-difluorobenzene), C(C1=CC=CC=C1)OC=1N=NC(=CC1OCC1=CC=CC=C1)C#CC1=CC=CC=C1 (3,4-bis(benzyloxy)-6-(phenylethynyl)pyridazine), C(C1=CC=CC=C1)OC=1N=NC(=CC1OCC1=CC=CC=C1)Cl (3,4-bis(benzyloxy)-6-chloropyridazine). The product is C(C1=CC=CC=C1)OC=1N=NC(=CC1OCC1=CC=CC=C1)C#CC1=CC(=C(C=C1)F)F (3,4-bis(Benzyloxy)-6-[2-(3,4-difluorophenyl)ethynyl]pyridazine). RXN SMILES: C(OC1N=NC(C#CC2C=CC=CC=2)=CC=1OCC1C=CC=CC=1)C1C=CC=CC=1.[CH2:31]([O:38][C:39]1[N:40]=[N:41][C:42](Cl)=[CH:43][C:44]=1[O:45][CH2:46][C:47]1[CH:52]=[CH:51][CH:50]=[CH:49][CH:48]=1)[C:32]1[CH:37]=[CH:36][CH:35]=[CH:34][CH:33]=1.[C:54]([C:56]1[CH:61]=[CH:60][C:59]([F:62])=[C:58]([F:63])[CH:57]=1)#[CH:55]>>[CH2:31]([O:38][C:39]1[N:40]=[N:41][C:42]([C:55]#[C:54][C:56]2[CH:61]=[CH:60][C:59]([F:62])=[C:58]([F:63])[CH:57]=2)=[CH:43][C:44]=1[O:45][CH2:46][C:47]1[CH:52]=[CH:51][CH:50]=[CH:49][CH:48]=1)[C:32]1[CH:37]=[CH:36][CH:35]=[CH:34][CH:33]=1. Procedure: Prepared as described for 3,4-bis(benzyloxy)-6-(phenylethynyl)pyridazine (Intermediate 2) from 3,4-bis(benzyloxy)-6-chloropyridazine (Intermediate 1) and 1-ethynyl-3,4-difluorobenzene.